From a dataset of the Open Reaction Database (ORD), a public repository of structured organic reaction records. describe an organic reaction: reactants, conditions, products, and yield The reactants are C(OC(C1=CC=CC=C1)Cl)(OC1=CC=CC=C1)=O (1-Chloro-1-phenylmethyl phenyl carbonate), C(C)(=O)NC=1C(=C(C(=C(C1I)C(=O)[O-])I)N(C)C(C)=O)I.[K+] (potassium 5-(N-acetylamino)-3-(N-acetyl-N-methylamino)-2,4,6-triiodobenzene carboxylate), [I-].[Na+] (sodium iodide). The solvent is CN(C)C=O (DMF). Run at temperature 60 celsius, time 2 hour. Yields the product C(C)(=O)NC=1C(=C(C(=C(C1I)C(=O)OC(C1=CC=CC=C1)OC(=O)OC1=CC=CC=C1)I)N(C)C(C)=O)I (1-(Phenyloxycarbonyloxy)-1-phenylmethyl 5-(N-acetylamino)-3-(N-acetyl-N-methylamino)-2,4,6-triiodobenzenecarboxylate). Reaction SMILES: [C:1](=[O:18])([O:11][C:12]1[CH:17]=[CH:16][CH:15]=[CH:14][CH:13]=1)[O:2][CH:3](Cl)[C:4]1[CH:9]=[CH:8][CH:7]=[CH:6][CH:5]=1.[C:19]([NH:22][C:23]1[C:24]([I:39])=[C:25]([N:34]([C:36](=[O:38])[CH3:37])[CH3:35])[C:26]([I:33])=[C:27]([C:30]([O-:32])=[O:31])[C:28]=1[I:29])(=[O:21])[CH3:20].[K+].[I-].[Na+]>CN(C=O)C>[C:19]([NH:22][C:23]1[C:24]([I:39])=[C:25]([N:34]([C:36](=[O:38])[CH3:37])[CH3:35])[C:26]([I:33])=[C:27]([C:30]([O:32][CH:3]([O:2][C:1]([O:11][C:12]2[CH:17]=[CH:16][CH:15]=[CH:14][CH:13]=2)=[O:18])[C:4]2[CH:9]=[CH:8][CH:7]=[CH:6][CH:5]=2)=[O:31])[C:28]=1[I:29])(=[O:21])[CH3:20] |f:1.2,3.4|. Procedure: 1-Chloro-1-phenylmethyl phenyl carbonate (0.63 g, 2.4 mmol) was added at room temperature to a solution of potassium 5-(N-acetylamino)-3-(N-acetyl-N-methylamino)-2,4,6-triiodobenzene carboxylate (1.44 g, 2.2 mmol) and sodium iodide (0.034 g, 0.23 mmol) in dry DMF (12 ml). After stir ring at 60° C. for 2 hours and at room temperature for 18 hours the solvent was removed at reduced pressure. The residue was suspended in chloroform (20 ml) and washed four times with a saturated sodium hydrogen carb... Run at time 6 hour. Procedure details: 3-Chloromethyl-5-phenyl-4,5-dihydroisoxazole (5.87 g), 6.3 g of 4-(4-chlorophenyl)-4-hydroxypiperidine, 4 g of potassium carbonate and 50 ml of ethanol are heated to 60°-70° C. with stirring for 6 hours. The reaction mixture is filtered and the filtrate is condensed by distillation under reduced pressure. To the residue are added 200 ml of ethyl acetate and 100 ml of water. The organic layer is separated off, washed with water, dried on magnesium sulfate and evaporated under reduced pressure. Th... Starting materials: Cl (hydrochloric acid), ClCC1=NOC(C1)C1=CC=CC=C1 (3-Chloromethyl-5-phenyl-4,5-dihydroisoxazole), ClC1=CC=C(C=C1)C1(CCNCC1)O (4-(4-chlorophenyl)-4-hydroxypiperidine), C([O-])([O-])=O.[K+].[K+] (potassium carbonate). Solvent: C(C)O (ethanol), C(C)(C)OC(C)C (isopropyl ether). The product is Cl.C1(=CC=CC=C1)C1CC(=NO1)CN1CCC(CC1)(O)C1=CC=C(C=C1)Cl (1-(5-phenyl-4,5-dihydroisoxazol-3-ylmethyl)-4-(4-chlorophenyl)-4-hydroxypiperidine hydrochloride). Reaction SMILES: [Cl:1][CH2:2][C:3]1[CH2:7][CH:6]([C:8]2[CH:13]=[CH:12][CH:11]=[CH:10][CH:9]=2)[O:5][N:4]=1.[Cl:14][C:15]1[CH:20]=[CH:19][C:18]([C:21]2([OH:27])[CH2:26][CH2:25][NH:24][CH2:23][CH2:22]2)=[CH:17][CH:16]=1.C(=O)([O-])[O-].[K+].[K+].Cl>C(OC(C)C)(C)C.C(O)C>[ClH:1].[C:8]1([CH:6]2[O:5][N:4]=[C:3]([CH2:2][N:24]3[CH2:23][CH2:22][C:21]([C:18]4[CH:19]=[CH:20][C:15]([Cl:14])=[CH:16][CH:17]=4)([OH:27])[CH2:26][CH2:25]3)[CH2:7]2)[CH:13]=[CH:12][CH:11]=[CH:10][CH:9]=1 |f:2.3.4,8.9|. Procedure details: According to the procedure of Preparation 40 (b), except substituting 2,3-dihydro-1H-3a-azacyclopenta[α]indene (J. Med. Chem. 1965, 8, 700; 0.24 g, 1.53 mmole) for the 1,3-dimethylindole, the title compound (0.17 g, 60%) was prepared as a yellow solid: MS (ES) m/e 186 (M+H)+. Product: C1CCN2C1=C(C=1C=CC=CC21)C=O (2,3-Dihydro-1H-3a-azacyclopenta[α]indene-8-carboxaldehyde). The reactants are [OH-].[Na+] (NaOH), C1CCN2C1=CC=1C=CC=CC21 (2,3-dihydro-1H-3a-azacyclopenta[α]indene), CN1C=C(C2=CC=CC=C12)C (1,3-dimethylindole). Isolated yield 60.0%. RXN SMILES: [OH-:1].[Na+].C1C2=CC3C=CC=[CH:13][C:14]=3N2CC1.[CH3:15][N:16]1[C:24]2[C:19](=[CH:20][CH:21]=[CH:22][CH:23]=2)[C:18]([CH3:25])=[CH:17]1>>[CH2:13]1[C:17]2=[C:18]([CH:25]=[O:1])[C:19]3[CH:20]=[CH:21][CH:22]=[CH:23][C:24]=3[N:16]2[CH2:15][CH2:14]1 |f:0.1|. The reactants are BrC(Br)(Br)Br, C1CCOC1, COC(=O)C(CO)NC(=O)OC(C)(C)C, c1ccc(P(c2ccccc2)c2ccccc2)cc1. Yields the product COC(=O)C(C)NC(=O)OC(C)(C)C. As a reaction SMILES: [C:16]([Br:17])([Br:18])([Br:19])[Br:20].[CH2:40]1[O:41][CH2:42][CH2:43][CH2:44]1.[CH3:1][O:2][C:3]([CH:4]([NH:5][C:6](=[O:7])[O:8][C:9]([CH3:10])([CH3:11])[CH3:12])[CH2:13][OH:14])=[O:15].[c:21]1([P:22]([c:23]2[cH:24][cH:25][cH:26][cH:27][cH:28]2)[c:29]2[cH:30][cH:31][cH:32][cH:33][cH:34]2)[cH:35][cH:36][cH:37][cH:38][cH:39]1>>[CH3:1][O:2][C:3]([CH:4]([NH:5][C:6](=[O:7])[O:8][C:9]([CH3:10])([CH3:11])[CH3:12])[CH3:13])=[O:15]. The reactants are C1CCOC1, CC(=O)c1cnc(C)nc1, CS(C)=O, C[S+](C)C, [H-], [I-], [Na+], O. The product is Cc1ncc(C2(C)CO2)cn1. Reaction SMILES: [CH2:22]1[O:23][CH2:24][CH2:25][CH2:26]1.[CH3:12][c:13]1[n:14][cH:15][c:16]([C:19]([CH3:20])=[O:21])[cH:17][n:18]1.[CH3:1][S:2]([CH3:3])=[O:4].[CH3:8][S+:9]([CH3:10])[CH3:11].[H-:6].[I-:7].[Na+:5].[OH2:27]>>[CH3:8][C:19]1([c:16]2[cH:15][n:14][c:13]([CH3:12])[n:18][cH:17]2)[CH2:20][O:21]1. The product is C(C)OC(=O)C=1C=NC2=C(C=CC=C2C1NCCCN1CCCC1)OC (8-methoxy-4-(3-pyrrolidin-1-yl-propylamino)-quinoline-3-carboxylic acid ethyl ester). RXN SMILES: [CH2:1]([O:3][C:4]([C:6]1[CH:7]=[N:8][C:9]2[C:14]([C:15]=1Cl)=[CH:13][CH:12]=[CH:11][C:10]=2[O:17][CH3:18])=[O:5])[CH3:2].[N:19]1([CH2:24][CH2:25][CH2:26][NH2:27])[CH2:23][CH2:22][CH2:21][CH2:20]1>>[CH2:1]([O:3][C:4]([C:6]1[CH:7]=[N:8][C:9]2[C:14]([C:15]=1[NH:27][CH2:26][CH2:25][CH2:24][N:19]1[CH2:23][CH2:22][CH2:21][CH2:20]1)=[CH:13][CH:12]=[CH:11][C:10]=2[O:17][CH3:18])=[O:5])[CH3:2]. Starting materials: C(C)OC(=O)C=1C=NC2=C(C=CC=C2C1Cl)OC (4-Chloro-8-methoxy-quinoline-3-carboxylic acid ethyl ester), N1(CCCC1)CCCN (3-pyrrolidin-1-yl-propylamine). Procedure details: 4-Chloro-8-methoxy-quinoline-3-carboxylic acid ethyl ester (266 mg, 1.0 mmol) was treated with 3-pyrrolidin-1-yl-propylamine following general procedure B to afford 8-methoxy-4-(3-pyrrolidin-1-yl-propylamino)-quinoline-3-carboxylic acid ethyl ester (315 mg). Thus obtained amino-ester (36 mg, 0.1 mmol) was subjected to reaction with ethyl isocyanate according to general procedure C to furnish 3-ethyl-7-methoxy-1-(3-pyrrolidin-1-yl-propyl)-1H-pyrimido[5,4-c]quinoline-2,4-dione (19 mg). LCMS: m/z 3...